From a dataset of the Open Reaction Database (ORD), a public repository of structured organic reaction records. describe an organic reaction: reactants, conditions, products, and yield Reactants: CC(c1cnc(F)c(B(O)O)c1)N1CCN(C(=O)OC(C)(C)C)CC1, CC(=O)[O-], Cc1nc(Cl)c2ncn(C3CCCCO3)c2n1, ClCCl, [K+], C1COCCO1, O. Yields the product Cc1nc(-c2cc(C(C)N3CCN(C(=O)OC(C)(C)C)CC3)cnc2F)c2ncn(C3CCCCO3)c2n1. RXN SMILES: [C:18]([CH3:19])([CH3:20])([CH3:21])[O:22][C:23](=[O:24])[N:25]1[CH2:26][CH2:27][N:28]([CH:31]([CH3:32])[c:33]2[cH:34][c:35]([B:40]([OH:41])[OH:42])[c:36]([F:39])[n:37][cH:38]2)[CH2:29][CH2:30]1.[CH3:44][C:45](=[O:46])[O-:47].[Cl:1][c:2]1[c:3]2[n:4][cH:5][n:6]([CH:12]3[O:13][CH2:14][CH2:15][CH2:16][CH2:17]3)[c:7]2[n:8][c:9]([CH3:11])[n:10]1.[Cl:54][CH2:55][Cl:56].[K+:43].[O:48]1[CH2:49][CH2:50][O:51][CH2:52][CH2:53]1.[OH2:57]>>[c:2]1(-[c:35]2[cH:34][c:33]([CH:31]([N:28]3[CH2:27][CH2:26][N:25]([C:23]([O:22][C:18]([CH3:19])([CH3:20])[CH3:21])=[O:24])[CH2:30][CH2:29]3)[CH3:32])[cH:38][n:37][c:36]2[F:39])[c:3]2[n:4][cH:5][n:6]([CH:12]3[O:13][CH2:14][CH2:15][CH2:16][CH2:17]3)[c:7]2[n:8][c:9]([CH3:11])[n:10]1. Starting materials: C1(=CC=CC=C1)P(C1=CC=CC=C1)C1=CC=CC=C1 (triphenylphosphine), C(Cl)(Cl)(Cl)Cl (carbon tetrachloride), Cl.C(C)ON (ethoxyamine hydrochloride), N1=CC=CC=C1 (pyridine), ClC(C)Cl (Dichloroethane), S(=O)(Cl)Cl (thionyl chloride), O(C1=CC=CC=C1)CC1=C(C(=O)O)C=CC=C1 (2-phenoxymethylbenzoic acid), Cl (hydrochloric acid). Solvent: C(C)#N (Acetonitrile), O (water), ClCCl (dichloromethane), CN(C=O)C (dimethylformamide). Reaction conditions: temperature 80 celsius, time 2 hour. Yields the product C(C)ON=C(C1=C(C=CC=C1)COC1=CC=CC=C1)Cl (α-ethoxyimino-2-phenoxymethylbenzyl chloride). The yield is 93.2%. RXN SMILES: [Cl:1][CH:2](Cl)[CH3:3].S(Cl)(Cl)=O.[O:9]([CH2:16][C:17]1[CH:25]=[CH:24][CH:23]=[CH:22]C=1C(O)=O)[C:10]1[CH:15]=[CH:14][CH:13]=[CH:12][CH:11]=1.Cl.[CH2:27]([O:29][NH2:30])[CH3:28].N1C=CC=CC=1.Cl.C1(P(C2C=CC=CC=2)C2C=CC=CC=2)C=CC=CC=1.C(Cl)(Cl)(Cl)Cl>C(#N)C.O.ClCCl.CN(C)C=O>[CH2:27]([O:29][N:30]=[C:2]([Cl:1])[C:3]1[CH:22]=[CH:23][CH:24]=[CH:25][C:17]=1[CH2:16][O:9][C:10]1[CH:11]=[CH:12][CH:13]=[CH:14][CH:15]=1)[CH3:28] |f:3.4|. Procedure details: Dichloroethane (50 ml), thionyl chloride (6.54 g, 0.055 mol) and dimethylformamide (0.25 ml) were added to 2-phenoxymethylbenzoic acid (11.41 g, 0.05 mol), and the mixture was stirred at 80° C. for 2 hours. After completion of the reaction, the mixture was concentrated under reduced pressure, and the residue was dissolved in dichloromethane (25 ml). The solution was added to a mixture of ethoxyamine hydrochloride (5.85 g, 0.06 mol), pyridine (9.89 g, 0.125 mol) and dry dichloromethane (50 ml) un... Reactants: CSC1=CC(=NC=N1)NN ((6-Methylsulfanyl-pyrimidin-4-yl)-hydrazine), N=C(CC#N)C (3-Imino-butyronitrile), C(C)O (ethanol). Solvent: C(C)(=O)OCC (ethyl acetate). Run at temperature 85 celsius. Product: CC=1C=C(N(N1)C1=NC=NC(=C1)SC)N (5-Methyl-2-(6-methylsulfanyl-pyrimidin-4-yl)-2H-pyrazol-3-ylamine). Reaction SMILES: [CH3:1][S:2][C:3]1[N:8]=[CH:7][N:6]=[C:5]([NH:9][NH2:10])[CH:4]=1.N=[C:12]([CH3:16])[CH2:13][C:14]#[N:15].C(O)C>C(OCC)(=O)C>[CH3:16][C:12]1[CH:13]=[C:14]([NH2:15])[N:9]([C:5]2[CH:4]=[C:3]([S:2][CH3:1])[N:8]=[CH:7][N:6]=2)[N:10]=1. Reported procedure: The mixture of (6-Methylsulfanyl-pyrimidin-4-yl)-hydrazine (1.0 g, 6.4 mmol), 3-Imino-butyronitrile (1.1 g, 12.8 mmol), and ethanol (30 mL) is heated to 85° C. for overnight. The reaction mixture is then cooled to room temperature, condensed, and treated with 75 mL ethyl acetate. The reaction mixture is partitioned between ethyl acetate and aqueous layer. The organic layer is dried over Na2SO4 and concentrated. The crude product is purified by ISCO chromatography eluting with ethyl acetate in he... The reactants are C(C)(C)(C)C1=C(C=C(OCC(=O)OC(C)(C)C)C=C1)F (tert-butyl (4-tert-butyl-3-fluorophenoxy)acetate), FC(C(=O)O)(F)F (trifluoroacetic acid), O1CCCC1 (tetrahydrofuran). Run in C(Cl)Cl (methylene dichloride). The product is C(C)(C)(C)C1=C(C=C(OCC(=O)O)C=C1)F ((4-tert-Butyl-3-fluorophenoxy)aceticacid). Isolated yield 89.0%. RXN SMILES: [C:1]([C:5]1[CH:19]=[CH:18][C:8]([O:9][CH2:10][C:11]([O:13]C(C)(C)C)=[O:12])=[CH:7][C:6]=1[F:20])([CH3:4])([CH3:3])[CH3:2].FC(F)(F)C(O)=O.O1CCCC1>C(Cl)Cl>[C:1]([C:5]1[CH:19]=[CH:18][C:8]([O:9][CH2:10][C:11]([OH:13])=[O:12])=[CH:7][C:6]=1[F:20])([CH3:4])([CH3:2])[CH3:3]. Procedure details: A mixture of tert-butyl (4-tert-butyl-3-fluorophenoxy)acetate (630 mg, 2.2 mmol), trifluoroacetic acid (3.0 ml), tetrahydrofuran (3.0 ml) and methylene dichloride (3.0 ml) was treated in the same procedure described in Example 3(c) to furnish 443 mg of the title compound which was used for further reaction without purification. Reactants: COC=1C=C2C(C(C3=C(OC4(CCNCC4)CS3)C2=CC1)=O)=O (8-methoxyspiro[naphtho[1,2-b][1,4]oxathiine-2,4′-piperidine]-5,6-dione), BrCC1=CC=C(C=C1)F (1-(bromomethyl)-4-fluorobenzene). Product: FC1=CC=C(CN2CCC3(CC2)CSC2=C(O3)C3=CC=C(C=C3C(C2=O)=O)OC)C=C1 (1′-(4-fluorobenzyl)-8-methoxyspiro[naphtho[1,2-b][1,4]oxathiine-2,4′-piperidine]-5,6-dione). RXN SMILES: [CH3:1][O:2][C:3]1[CH:4]=[C:5]2[C:19](=[CH:20][CH:21]=1)[C:9]1[O:10][C:11]3([CH2:17][S:18][C:8]=1[C:7](=[O:22])[C:6]2=[O:23])[CH2:16][CH2:15][NH:14][CH2:13][CH2:12]3.Br[CH2:25][C:26]1[CH:31]=[CH:30][C:29]([F:32])=[CH:28][CH:27]=1>>[F:32][C:29]1[CH:30]=[CH:31][C:26]([CH2:25][N:14]2[CH2:15][CH2:16][C:11]3([O:10][C:9]4[C:19]5[C:5]([C:6](=[O:23])[C:7](=[O:22])[C:8]=4[S:18][CH2:17]3)=[CH:4][C:3]([O:2][CH3:1])=[CH:21][CH:20]=5)[CH2:12][CH2:13]2)=[CH:27][CH:28]=1. Procedure: Compound 154 was synthesized using 8-methoxyspiro[naphtho[1,2-b][1,4]oxathiine-2,4′-piperidine]-5,6-dione, 1-(bromomethyl)-4-fluorobenzene ad conditions outlined in procedure W. Mp.=219-221° C.; 400 MHz 1H NMR (DMSO-d6) δ: 7.64 (d, J=8.4 Hz, 1H), 7.37-7.27 (m, 4H), 7.15 (dd, J=8.8, 8.8 Hz, 2H), 3.88 (s, 3H), 3.54 (s, 2H), 3.05 (s, 2H), 2.69 (d, J=11.6 Hz, 2H), 2.36 (dd, J=10.4 Hz, 2H), 1.98 (d, J=13.2 Hz, 2H), 1.81 (dd, J=10.4, 10.4 Hz, 2H); LCMS: 440 [M+H]. The reactants are Cl.COC([C@H]1NCCC1)=O (L-proline methyl ester hydrochloride), [H][H] (hydrogen), C(C)(=O)[O-].[Na+] (sodium acetate), C=O (formaldehyde). The reagents and catalysts are [Pd] (Pd/C). The product is COC([C@H]1N(CCC1)C)=O (N-Methyl Proline Methyl Ester). Isolated yield 77.0%. RXN SMILES: Cl.[CH3:2][O:3][C:4](=[O:10])[C@@H:5]1[CH2:9][CH2:8][CH2:7][NH:6]1.[H][H].[C:13]([O-])(=O)C.[Na+].C=O>[Pd]>[CH3:2][O:3][C:4](=[O:10])[C@@H:5]1[CH2:9][CH2:8][CH2:7][N:6]1[CH3:13] |f:0.1,3.4|. Procedure: A 10.42 g (62.92 mmol) sample of L-proline methyl ester hydrochloride (Aldrich Chemical Co.) was reductively methylated over 2.5 g of 10% Pd/C under 4 Atm of hydrogen in a solution containing 20 g of sodium acetate and 49.5 mL of 37% aqueous formaldehyde for 48 hours. Upon completion of the reaction, the methanolic solution was concentrated and the residue was dissolved in 10% aq. HCl (60 mL) and washed with ether (3×100 mL), then the aqueous layer was adjusted to pH ~12 with K2CO3 (solid) and e...